Dataset: the Open Reaction Database (ORD), a public repository of structured organic reaction records. Task: describe an organic reaction: reactants, conditions, products, and yield The reactants are N1CCCC1 (Pyrrolidine), CS(=O)(=O)OCC(C)N1C2=CC=C(C=C2SC=2C=CC(=CC12)C#N)Cl ((2RS)-2-(7-chloro-2-cyano-10-phenothiazinyl)propyl methanesulphonate). The solvent is C1(=CC=CC=C1)C (toluene). Conditions: time 21 hour. Product: ClC=1C=C2SC=3C=CC(=CC3N(C2=CC1)C(CN1CCCC1)C)C#N (7-chloro-10-[(2RS)-1-(1-pyrrolidinyl)-2-propyl]-2-phenothiazinecarbonitrile). Reaction SMILES: [NH:1]1[CH2:5][CH2:4][CH2:3][CH2:2]1.CS(O[CH2:11][CH:12]([N:14]1[C:27]2[CH:26]=[C:25]([C:28]#[N:29])[CH:24]=[CH:23][C:22]=2[S:21][C:20]2[C:15]1=[CH:16][CH:17]=[C:18]([Cl:30])[CH:19]=2)[CH3:13])(=O)=O>C1(C)C=CC=CC=1>[Cl:30][C:18]1[CH:19]=[C:20]2[C:15](=[CH:16][CH:17]=1)[N:14]([CH:12]([CH3:13])[CH2:11][N:1]1[CH2:5][CH2:4][CH2:3][CH2:2]1)[C:27]1[CH:26]=[C:25]([C:28]#[N:29])[CH:24]=[CH:23][C:22]=1[S:21]2. Reported procedure: Pyrrolidine (21.1 cc) is added to a suspension of (2RS)-2-(7-chloro-2-cyano-10-phenothiazinyl)propyl methanesulphonate (72.1 g) in toluene (166 cc). The mixture is brought to 120° C. for 21 hours, and then to 150° C. for 12 hours. After cooling, the mixture is washed with distilled water (5×250 cc). The organic phase is dried over magnesium sulphate, filtered and concentrated to dryness under reduced pressure (30 mm Hg; 4 kPa) to give 7-chloro-10-[(2RS)-1-(1-pyrrolidinyl)-2-propyl]-2-phenothiazi... Reactants: C1=CC=CC=2C3=CC=CC=C3C(C12)COC(=O)N[C@@H](CCC(NC1=CC=C(C=C1)CC(P(=O)(CC=C)CC=C)P(=O)(CC=C)CC=C)=O)C(=O)O (N2-(9-fluorenylmethoxycarbonyl)-N5-(4-(2,2-bis(diallylphosphoryl)ethyl)phenyl)-L-glutamine), N1CCCCC1 (piperidine). The solvent is CN(C)C=O (DMF). Run at time 2.5 hour. Product: C(C=C)P(=O)(CC=C)C(CC1=CC=C(C=C1)NC(CC[C@H](N)C(=O)O)=O)P(=O)(CC=C)CC=C (N5-(4-(2,2-bis(diallylphosphoryl)ethyl)phenyl)-L-glutamine), oil. Isolated yield 77.0%. RXN SMILES: C1C2C(COC([NH:18][C@H:19]([C:49]([OH:51])=[O:50])[CH2:20][CH2:21][C:22](=[O:48])[NH:23][C:24]3[CH:29]=[CH:28][C:27]([CH2:30][CH:31]([P:40]([CH2:45][CH:46]=[CH2:47])([CH2:42][CH:43]=[CH2:44])=[O:41])[P:32]([CH2:37][CH:38]=[CH2:39])([CH2:34][CH:35]=[CH2:36])=[O:33])=[CH:26][CH:25]=3)=O)C3C(=CC=CC=3)C=2C=CC=1.N1CCCCC1>CN(C=O)C>[CH2:37]([P:32]([CH:31]([P:40]([CH2:42][CH:43]=[CH2:44])([CH2:45][CH:46]=[CH2:47])=[O:41])[CH2:30][C:27]1[CH:28]=[CH:29][C:24]([NH:23][C:22](=[O:48])[CH2:21][CH2:20][C@@H:19]([C:49]([OH:51])=[O:50])[NH2:18])=[CH:25][CH:26]=1)([CH2:34][CH:35]=[CH2:36])=[O:33])[CH:38]=[CH2:39]. Procedure: Fmoc-protected compound 105 (431 mg, 0.51 mmol) was treated with a 5% v/v solution of piperidine in DMF (2.5 mL). After stirring for 2.5 h, the reaction mixture was concentrated to dryness and purified by silica gel chromatography on a Biotage™ flash chromatography system using a gradient of 0-10% methanol in CH2Cl2. Compound 106 was obtained as a colorless oil (246 mg, 77%). 1H NMR (400 MHz, CDCl3) δ 1.46 (s, 9H), 1.82-1.91 (m, 1H), 2.16-2.24 (m, 1H), 2.45-2.60 (m, 2H), 2.71 (tt, J=23.9, 6.2 Hz...